Dataset: the Open Reaction Database (ORD), a public repository of structured organic reaction records. Task: describe an organic reaction: reactants, conditions, products, and yield Reactants: Cl.C(C)NC(=N)N1N=CC(C1)(C)C (N-ethyl-4,4-dimethyl-4,5-dihydro-pyrazole-1-carboxamidine hydrochloride), CCN(CC)P1(=NC(C)(C)C)N(CCCN1C)C (BEMP), Cl (HCl), BrC=1C=C(C=CC1NC(C(F)(F)F)=O)S(=O)(=O)Cl (3-Bromo-4-(2,2,2-trifluoro-acetylamino)-benzenesulfonyl chloride). The solvent is C1CCOC1 (THF). Reaction conditions: time 10 minute. Product: BrC1=C(C=CC(=C1)S(N=C(NCC)N1N=CC(C1)(C)C)(=O)=O)NC(C(F)(F)F)=O (N-(2-Bromo-4-{[(4,4-dimethyl-4,5-dihydro-pyrazol-1-yl)-ethylamino-methylene]-sulfamoyl}-phenyl)-2,2,2-trifluoro-acetamide). The yield is 78.4%. Reaction SMILES: Cl.[CH2:2]([NH:4][C:5]([N:7]1[CH2:11][C:10]([CH3:13])([CH3:12])[CH:9]=[N:8]1)=[NH:6])[CH3:3].CCN(P1(N(C)CCCN1C)=NC(C)(C)C)CC.[Br:32][C:33]1[CH:34]=[C:35]([S:46](Cl)(=[O:48])=[O:47])[CH:36]=[CH:37][C:38]=1[NH:39][C:40](=[O:45])[C:41]([F:44])([F:43])[F:42].Cl>C1COCC1>[Br:32][C:33]1[CH:34]=[C:35]([S:46](=[O:48])(=[O:47])[N:6]=[C:5]([N:7]2[CH2:11][C:10]([CH3:12])([CH3:13])[CH:9]=[N:8]2)[NH:4][CH2:2][CH3:3])[CH:36]=[CH:37][C:38]=1[NH:39][C:40](=[O:45])[C:41]([F:43])([F:44])[F:42] |f:0.1|. Reported procedure: To a solution of 1.20 g N-ethyl-4,4-dimethyl-4,5-dihydro-pyrazole-1-carboxamidine hydrochloride in 35 mL dry THF was added 5.1 mL (3.0 equiv.) BEMP and the reaction mixture was stirred for 10 minutes at room temperature. 2.15 g (1.0 equiv.) 3-Bromo-4-(2,2,2-trifluoro-acetylamino)-benzenesulfonyl chloride was added in one portion and the resulting bright yellow solution was stirred overnight at room temperature. The reaction mixture was acidified with 1N HCl and extracted twice with EA. The combi... The reactants are CNC(OC1=CC=CC=C1)=O (phenyl N-methylcarbamate), NC1=CC=CC=C1 (aniline), C(C)[N+](CC)(CC)CC (tetraethylammonium), OC1=NC=C(C=C1)[N+](=O)[O-] (2-hydroxy-5-nitro-pyridine). Solvent: C(C)O (ethanol). The product is CN(C(=O)N)C1=CC=CC=C1 (N-methyl-N-phenylurea). Yield: 91.0%. RXN SMILES: CNC(=O)O[C:5]1[CH:10]=[CH:9][CH:8]=[CH:7][CH:6]=1.[NH2:12]C1C=CC=CC=1.C([N+](CC)(CC)CC)C.[OH:28][C:29]1C=CC([N+]([O-])=O)=[CH:31][N:30]=1>C(O)C>[CH3:31][N:30]([C:5]1[CH:6]=[CH:7][CH:8]=[CH:9][CH:10]=1)[C:29]([NH2:12])=[O:28]. Reported procedure: 15.1 g. of phenyl N-methylcarbamate, 9.3 g. of aniline and 5.4 g. of tetraethylammonium salt of 2-hydroxy-5-nitro-pyridine are refluxed in 200 ml. of ethanol for 5 hours. The reaction solution is concentrated, and the residue is dissolved in 100 ml. of chloroform, washed successively with 50 ml. of 1N sodium carbonate, 50 ml. of 1N hydrochloric acid and 100 ml. of water, and dried. By concentrating to dryness and recrystallizing from 120 ml. of ethanol, crystals of N-methyl-N-phenylurea having a... The reactants are CC(C)(C)[O-], ClCCOCCCl, N#CCc1cccc(Cl)c1, [K+], CN(C)C=O. The product is N#CC1(c2cccc(Cl)c2)CCOCC1. RXN SMILES: [CH3:1][C:2]([CH3:3])([O-:4])[CH3:5].[Cl:17][CH2:18][CH2:19][O:20][CH2:21][CH2:22][Cl:23].[Cl:7][c:8]1[cH:9][c:10]([CH2:14][C:15]#[N:16])[cH:11][cH:12][cH:13]1.[K+:6].[O:24]=[CH:25][N:26]([CH3:27])[CH3:28]>>[Cl:7][c:8]1[cH:9][c:10]([C:14]2([C:15]#[N:16])[CH2:18][CH2:19][O:20][CH2:21][CH2:22]2)[cH:11][cH:12][cH:13]1. Procedure: Prepared in a similar fashion as described for Example 413 using 1-sec-butyl-3,5-dichloro-2(1H)-pyrazinone and 7-chloro-5-methoxyindoline hydrochloride as the starting materials. mp 143–145° C.; 1H NMR (300 MHz, CDCl3): δ 6.89 (s, 1 H), 6.77–6.72 (m, 2 H), 4.96–4.89 (m, 1 H), 4.34 (t, J=7.9 Hz, 2 H), 3.76 (s, 3 H), 3.07 (t, J=7.7 Hz, 2 H), 1.74–1.64 (m, 2 H), 1.33 (d, J=7.0 Hz, 3 H), 0.89 (t, J=7.6 Hz, 3 H); HRMS (ESI) calcd for C17H20N3O2Cl2 (M+H)+: 368.0933; found m/z 368.0927. The product is ClC=1N=C(C(N(C1)C(CC)C)=O)N1CCC2=CC(=CC(=C12)Cl)OC (5-Chloro-3-(7-chloro-5-methoxy-2,3-dihydro-1H-indol-1-yl)-1-(1-methylpropyl)-2(1H)-pyrazinone). The reactants are C(C)(CC)N1C(C(=NC(=C1)Cl)Cl)=O (1-sec-butyl-3,5-dichloro-2(1H)-pyrazinone), Cl.ClC=1C=C(C=C2CCNC12)OC (7-chloro-5-methoxyindoline hydrochloride). As a reaction SMILES: [CH:1]([N:5]1[CH:10]=[C:9]([Cl:11])[N:8]=[C:7](Cl)[C:6]1=[O:13])([CH2:3][CH3:4])[CH3:2].Cl.[Cl:15][C:16]1[CH:17]=[C:18]([O:25][CH3:26])[CH:19]=[C:20]2[C:24]=1[NH:23][CH2:22][CH2:21]2>>[Cl:11][C:9]1[N:8]=[C:7]([N:23]2[C:24]3[C:20](=[CH:19][C:18]([O:25][CH3:26])=[CH:17][C:16]=3[Cl:15])[CH2:21][CH2:22]2)[C:6](=[O:13])[N:5]([CH:1]([CH3:2])[CH2:3][CH3:4])[CH:10]=1 |f:1.2|. Reactants: CO, Cl, O=[N+]([O-])c1ccc(Oc2ccnc3ccsc23)c(F)c1, [Na+], O=C([O-])O. Yields the product Nc1ccc(Oc2ccnc3ccsc23)c(F)c1. RXN SMILES: [CH3:27][OH:28].[ClH:21].[F:1][c:2]1[c:3]([O:4][c:5]2[c:6]3[c:7]([n:8][cH:9][cH:10]2)[cH:11][cH:12][s:13]3)[cH:14][cH:15][c:16]([N+:18]([O-:19])=[O:20])[cH:17]1.[Na+:26].[O-:22][C:23]([OH:24])=[O:25]>>[F:1][c:2]1[c:3]([O:4][c:5]2[c:6]3[c:7]([n:8][cH:9][cH:10]2)[cH:11][cH:12][s:13]3)[cH:14][cH:15][c:16]([NH2:18])[cH:17]1. Starting materials: [H-].[Al+3].[Li+].[H-].[H-].[H-] (lithium aluminum hydride), ClN1CC(=CC=2C=C3C(=CC12)OCO3)C(=O)OCC (Ethyl 5-chloro-1,3-dioxolo[4,5-g]quinoline-7-carboxylate), Cl (hydrochloric acid). Solvent: O1CCCC1 (tetrahydrofuran). Reaction conditions: temperature -5 celsius, time 2.5 hour. The product is Cl.ClN1CC(=CC=2C=C3C(=CC12)OCO3)CO (5-Chloro-1,3-dioxolo[4,5-g]quinoline-7-methanol, hydrochloride). RXN SMILES: [Cl:1][N:2]1[C:11]2[CH:10]=[C:9]3[O:12][CH2:13][O:14][C:8]3=[CH:7][C:6]=2[CH:5]=[C:4]([C:15](OCC)=[O:16])[CH2:3]1.[H-].[Al+3].[Li+].[H-].[H-].[H-].Cl>O1CCCC1>[ClH:1].[Cl:1][N:2]1[C:11]2[CH:10]=[C:9]3[O:12][CH2:13][O:14][C:8]3=[CH:7][C:6]=2[CH:5]=[C:4]([CH2:15][OH:16])[CH2:3]1 |f:1.2.3.4.5.6,9.10|. Procedure details: 56 g of Ethyl 5-chloro-1,3-dioxolo[4,5-g]quinoline-7-carboxylate (0.2 mol) are dissolved in 400 ml of anhydrous tetrahydrofuran. Nitrogen is passed through the flask and while stirring and cooling to -5° C., 5.7 g of lithium aluminum hydride are added a bit at a time in order to keep the reaction temperature below 0° C. Stirring is continued for an additional 2.5 hours. Then 360 ml of aqueous hydrochloric acid (3 N) are added while keeping the reaction temperature below 10° C. The precipitated t...